From a dataset of the Open Reaction Database (ORD), a public repository of structured organic reaction records. describe an organic reaction: reactants, conditions, products, and yield Starting materials: CCOC(=O)COc1ccc([SH](Cc2c[nH]nc2C)c2ccc(C(F)(F)F)cc2)cc1C, CO, CCOC(C)=O, Cl, [Na+], [OH-], O. Yields the product Cc1cc([SH](Cc2c[nH]nc2C)c2ccc(C(F)(F)F)cc2)ccc1OCC(=O)O. As a reaction SMILES: [CH2:1]([CH3:2])[O:3][C:4]([CH2:5][O:6][c:7]1[c:8]([CH3:31])[cH:9][c:10]([SH:13]([c:14]2[cH:15][cH:16][c:17]([C:20]([F:21])([F:22])[F:23])[cH:18][cH:19]2)[CH2:24][c:25]2[c:26]([CH3:30])[n:27][nH:28][cH:29]2)[cH:11][cH:12]1)=[O:32].[CH3:36][OH:37].[CH3:39][CH2:40][O:41][C:42](=[O:43])[CH3:44].[ClH:35].[Na+:34].[OH-:33].[OH2:38]>>[O:3]=[C:4]([CH2:5][O:6][c:7]1[c:8]([CH3:31])[cH:9][c:10]([SH:13]([c:14]2[cH:15][cH:16][c:17]([C:20]([F:21])([F:22])[F:23])[cH:18][cH:19]2)[CH2:24][c:25]2[c:26]([CH3:30])[n:27][nH:28][cH:29]2)[cH:11][cH:12]1)[OH:32]. The reactants are C(OCC)(OCC)OCC (triethyl orthoformate), O=C(CCC(=O)OCC)CCC(=O)OCC (diethyl 4-oxopimelate), O.C1(=CC=C(C=C1)S(=O)(=O)O)C (p-toluenesulfonic acid monohydrate). Run in CCO (EtOH). Run at temperature 77 celsius, time 20 hour. The product is C(C)OC(CCC(=O)OCC)(CCC(=O)OCC)OCC (Diethyl 4,4-diethoxyheptanedioate). As a reaction SMILES: C(OCC)(OCC)[O:2][CH2:3][CH3:4].[O:11]=[C:12]([CH2:20][CH2:21][C:22]([O:24][CH2:25][CH3:26])=[O:23])[CH2:13][CH2:14][C:15]([O:17][CH2:18][CH3:19])=[O:16].O.[C:28]1(C)C=CC(S(O)(=O)=O)=C[CH:29]=1>CCO>[CH2:28]([O:11][C:12]([O:2][CH2:3][CH3:4])([CH2:13][CH2:14][C:15]([O:17][CH2:18][CH3:19])=[O:16])[CH2:20][CH2:21][C:22]([O:24][CH2:25][CH3:26])=[O:23])[CH3:29] |f:2.3|. Procedure details: To EtOH (27.8 L), triethyl orthoformate (9.26 L, 55.6 mol) and diethyl 4-oxopimelate (5.93 L, 27.8 mol) was added p-toluenesulfonic acid monohydrate (0.053 kg, 0.278 mol), and the reaction mixture was heated to 77.0° C. with stirring for 20 h. Heating was discontinued, and ethanol was removed by distillation under vacuum, starting with the batch at 63° C. The remaining orange ketal solution was dissolved in toluene (32 L) and transferred to a 100-L extractor that had been charged with 2% NaHCO3 ... Yields the product ClC1=CC=C(C=C1)C1=C(C=2N(C=C1)C(N(N2)CC=2C=NC(=CC2)C(F)(F)F)=O)C2=CC=C(C=O)C=C2 (4-(7-(4-chlorophenyl)-3-oxo-2-((6-(trifluoromethyl)pyridin-3-yl)methyl)-2,3-dihydro-[1,2,4]triazolo[4,3-a]pyridin-8-yl)benzaldehyde). Reported procedure: To a stirring solution of 8-bromo-7-(4-chlorophenyl)-2-((6-(trifluoromethyl)pyridin-3-yl)methyl)-[1,2,4]triazolo[4,3-a]pyridin-3(2H)-one (100 mg, 0.21 mmol) in n-butanol (1.6 mL) at room temperature under argon was added 4-formylphenylboronic acid (40.4 mg, 0.27 mmol), Pd2(dba)3 (7.6 mg, 0.008 mmol), dicyclohexyl(2′,6′-dimethoxybiphenyl-2-yl)phosphine (13.6 mg, 0.03 mmol) and K3PO4 (88.1 mg, 0.41 mmol). The resulting suspension was purged of oxygen by bubbling with argon for 15 min, sealed in a ... Run in C(CCC)O (n-butanol). Reaction conditions: temperature 110 celsius. Reagents/catalysts: C=1C=CC(=CC1)/C=C/C(=O)/C=C/C2=CC=CC=C2.C=1C=CC(=CC1)/C=C/C(=O)/C=C/C2=CC=CC=C2.C=1C=CC(=CC1)/C=C/C(=O)/C=C/C2=CC=CC=C2.[Pd].[Pd] (Pd2(dba)3). Reactants: BrC=1C=2N(C=CC1C1=CC=C(C=C1)Cl)C(N(N2)CC=2C=NC(=CC2)C(F)(F)F)=O (8-bromo-7-(4-chlorophenyl)-2-((6-(trifluoromethyl)pyridin-3-yl)methyl)-[1,2,4]triazolo[4,3-a]pyridin-3(2H)-one), C(=O)C1=CC=C(C=C1)B(O)O (4-formylphenylboronic acid), C1(CCCCC1)P(C1=C(C=CC=C1)C1=C(C=CC=C1OC)OC)C1CCCCC1 (dicyclohexyl(2′,6′-dimethoxybiphenyl-2-yl)phosphine), [O-]P(=O)([O-])[O-].[K+].[K+].[K+] (K3PO4). Reaction SMILES: Br[C:2]1[C:3]2[N:4]([C:15](=[O:29])[N:16]([CH2:18][C:19]3[CH:20]=[N:21][C:22]([C:25]([F:28])([F:27])[F:26])=[CH:23][CH:24]=3)[N:17]=2)[CH:5]=[CH:6][C:7]=1[C:8]1[CH:13]=[CH:12][C:11]([Cl:14])=[CH:10][CH:9]=1.[CH:30]([C:32]1[CH:37]=[CH:36][C:35](B(O)O)=[CH:34][CH:33]=1)=[O:31].C1(P(C2CCCCC2)C2C=CC=CC=2C2C(OC)=CC=CC=2OC)CCCCC1.[O-]P([O-])([O-])=O.[K+].[K+].[K+]>C(O)CCC.C1C=CC(/C=C/C(/C=C/C2C=CC=CC=2)=O)=CC=1.C1C=CC(/C=C/C(/C=C/C2C=CC=CC=2)=O)=CC=1.C1C=CC(/C=C/C(/C=C/C2C=CC=CC=2)=O)=CC=1.[Pd].[Pd]>[Cl:14][C:11]1[CH:10]=[CH:9][C:8]([C:7]2[CH:6]=[CH:5][N:4]3[C:15](=[O:29])[N:16]([CH2:18][C:19]4[CH:20]=[N:21][C:22]([C:25]([F:27])([F:26])[F:28])=[CH:23][CH:24]=4)[N:17]=[C:3]3[C:2]=2[C:35]2[CH:36]=[CH:37][C:32]([CH:30]=[O:31])=[CH:33][CH:34]=2)=[CH:13][CH:12]=1 |f:3.4.5.6,8.9.10.11.12|. Reactants: [Br-], CC(C)(C)c1cc([Mg+])cc(C(C)(C)C)c1, CCOCC, CC1=Cc2c(Cl)cccc2C1. RXN SMILES: [Br-:12].[C:13]([CH3:14])([CH3:15])([CH3:16])[c:17]1[cH:18][c:19]([Mg+:27])[cH:20][c:21]([C:23]([CH3:24])([CH3:25])[CH3:26])[cH:22]1.[CH3:28][CH2:29][O:30][CH2:31][CH3:32].[Cl:1][c:2]1[c:3]2[c:7]([cH:8][cH:9][cH:10]1)[CH2:6][C:5]([CH3:11])=[CH:4]2>>[c:2]1(-[c:19]2[cH:18][c:17]([C:13]([CH3:14])([CH3:15])[CH3:16])[cH:22][c:21]([C:23]([CH3:24])([CH3:25])[CH3:26])[cH:20]2)[c:3]2[c:7]([cH:8][cH:9][cH:10]1)[CH2:6][C:5]([CH3:11])=[CH:4]2. Product: CC1=Cc2c(cccc2-c2cc(C(C)(C)C)cc(C(C)(C)C)c2)C1. Starting materials: C[Si](C)(C)C=[N+]=[N-] (trimethylsilyldiazomethane), Br (HBr), C(C)(=O)O (acetic acid), O=C1CC(CN1C1=CC(=CC=C1)C(F)(F)F)C(=O)O (5-oxo-1-(3-trifluoromethyl-phenyl)-pyrrolidine-3-carboxylic acid), S(=O)(Cl)Cl (thionyl chloride), C([O-])(O)=O.[Na+] (sodium bicarbonate). As a reaction SMILES: [O:1]=[C:2]1[N:6]([C:7]2[CH:12]=[CH:11][CH:10]=[C:9]([C:13]([F:16])([F:15])[F:14])[CH:8]=2)[CH2:5][CH:4]([C:17]([OH:19])=O)[CH2:3]1.S(Cl)(Cl)=O.[CH3:24][Si](C=[N+]=[N-])(C)C.[BrH:31].C(O)(=O)C.C(=O)(O)[O-].[Na+]>C(Cl)Cl.CN(C=O)C.C(#N)C>[Br:31][CH2:24][C:17]([CH:4]1[CH2:5][N:6]([C:7]2[CH:12]=[CH:11][CH:10]=[C:9]([C:13]([F:14])([F:15])[F:16])[CH:8]=2)[C:2](=[O:1])[CH2:3]1)=[O:19] |f:5.6|. Procedure: To a stirred solution of 5-oxo-1-(3-trifluoromethyl-phenyl)-pyrrolidine-3-carboxylic acid (1.0 g, 3.66 mmol) in DCM (10 ml) was added thionyl chloride (0.9 ml, 12.44 mmol) and DMF (2 drops). The reaction mixture was stirred for 1 hr at room temperature and the solvents were removed. The residue was taken in toluene (10 ml) and again concentrated to obtain brown oil. The resulting oil was taken in acetonitrile (10 ml) and trimethylsilyldiazomethane (9.15 ml, 18.3 mmol). It was stirred at room tem... Conditions: time 1 hour. Yields the product BrCC(=O)C1CC(N(C1)C1=CC(=CC=C1)C(F)(F)F)=O (4-(2-bromo-acetyl)-1-(3-trifluoromethyl-phenyl)-pyrrolidin-2-one). Solvent: C(C)#N (acetonitrile), C(Cl)Cl (DCM). Isolated yield 72.0%. The reagents and catalysts are CN(C)C=O (DMF). Reactants: COC(=O)c1cc2sccc2n1COCC[Si](C)(C)C, CCO, [Li+], [OH-]. The product is C[Si](C)(C)CCOCn1c(C(=O)O)cc2sccc21. RXN SMILES: [CH3:1][Si:2]([CH2:3][CH2:4][O:5][CH2:6][n:7]1[c:8]2[c:9]([cH:10][c:11]1[C:12](=[O:13])[O:14][CH3:15])[s:16][cH:17][cH:18]2)([CH3:19])[CH3:20].[CH3:23][CH2:24][OH:25].[Li+:22].[OH-:21]>>[CH3:1][Si:2]([CH2:3][CH2:4][O:5][CH2:6][n:7]1[c:8]2[c:9]([cH:10][c:11]1[C:12](=[O:13])[OH:14])[s:16][cH:17][cH:18]2)([CH3:19])[CH3:20]. Starting materials: CCCC1CC(=O)C2=C(C1)NC(C)=C(C#N)C2c1cc(Br)c(NC(=O)c2cccc([N+](=O)[O-])c2)c(NS(=O)(=O)CCC)c1, C1CCOC1, CC(=O)O, [Zn]. Product: CCCC1CC(=O)C2=C(C1)NC(C)=C(C#N)C2c1cc(Br)c(NC(=O)c2cccc(N)c2)c(NS(=O)(=O)CCC)c1. Reaction SMILES: [Br:1][c:2]1[c:3]([NH:32][C:33]([c:34]2[cH:35][c:36]([N+:40]([O-:41])=[O:42])[cH:37][cH:38][cH:39]2)=[O:43])[c:4]([NH:25][S:26](=[O:27])(=[O:28])[CH2:29][CH2:30][CH3:31])[cH:5][c:6]([CH:8]2[C:9]([C:23]#[N:24])=[C:10]([CH3:22])[NH:11][C:12]3=[C:17]2[C:16](=[O:18])[CH2:15][CH:14]([CH2:19][CH2:20][CH3:21])[CH2:13]3)[cH:7]1.[CH2:48]1[O:49][CH2:50][CH2:51][CH2:52]1.[CH3:44][C:45](=[O:46])[OH:47].[Zn:53]>>[Br:1][c:2]1[c:3]([NH:32][C:33]([c:34]2[cH:35][c:36]([NH2:40])[cH:37][cH:38][cH:39]2)=[O:43])[c:4]([NH:25][S:26](=[O:27])(=[O:28])[CH2:29][CH2:30][CH3:31])[cH:5][c:6]([CH:8]2[C:9]([C:23]#[N:24])=[C:10]([CH3:22])[NH:11][C:12]3=[C:17]2[C:16](=[O:18])[CH2:15][CH:14]([CH2:19][CH2:20][CH3:21])[CH2:13]3)[cH:7]1. Reactants: COC1=CC=C(C2=C1N=C(S2)NC(O)=O)C=C ((4-methoxy-7-vinyl-benzothiazol-2-yl)-carbamic acid), O (H2O), C1CC(=O)N(C1=O)Br (NBS). Run in C1CCOC1 (THF). Yields the product BrCC(O)C1=CC=C(C=2N=C(SC21)NC(O)=O)OC (Rac-[7-(2-Bromo-1-hydroxy-ethyl)-4-methoxy-benzothiazol-2-yl]-carbamic acid), solid. The yield is 78.0%. RXN SMILES: [CH3:1][O:2][C:3]1[C:8]2[N:9]=[C:10]([NH:12][C:13](=[O:15])[OH:14])[S:11][C:7]=2[C:6]([CH:16]=[CH2:17])=[CH:5][CH:4]=1.[OH2:18].C1C(=O)N([Br:26])C(=O)C1>C1COCC1>[Br:26][CH2:17][CH:16]([C:6]1[C:7]2[S:11][C:10]([NH:12][C:13](=[O:14])[OH:15])=[N:9][C:8]=2[C:3]([O:2][CH3:1])=[CH:4][CH:5]=1)[OH:18]. Procedure: 1.5 g of (4-methoxy-7-vinyl-benzothiazol-2-yl)-carbamic acid methyll ester (0.0057 Mol), dissolved in THF (60 ml) were treated with H2O (6 ml) and 1.0 g of NBS (0.006 Mol) at room temperature for 15 min. Then the solvent was removed, the residue taken up in H2O (30 ml) and extracted four times with ethyl acetate (50 ml). The combined organic phases were washed with brine and dried over MgSO4. After evaporation the crude product was subjected to column chromatography (silicagel, ethyl acetate). T... Reactants: CC(=NNc1cc(-c2ccccc2NC(=O)OC(C)(C)C)nc(C)n1)c1ccc(N(C)C)cc1, ClCCl, O=C(O)C(F)(F)F. Yields the product CC(=NNc1cc(-c2ccccc2N)nc(C)n1)c1ccc(N(C)C)cc1. RXN SMILES: [C:1]([O:2][C:3](=[O:4])[NH:7][c:8]1[c:9](-[c:14]2[n:15][c:16]([CH3:33])[n:17][c:18]([NH:20][N:21]=[C:22]([CH3:23])[c:24]3[cH:25][cH:26][c:27]([N:30]([CH3:31])[CH3:32])[cH:28][cH:29]3)[cH:19]2)[cH:10][cH:11][cH:12][cH:13]1)([CH3:5])([CH3:6])[CH3:34].[Cl:42][CH2:43][Cl:44].[OH:35][C:36]([C:37]([F:38])([F:39])[F:40])=[O:41]>>[NH2:7][c:8]1[c:9](-[c:14]2[n:15][c:16]([CH3:33])[n:17][c:18]([NH:20][N:21]=[C:22]([CH3:23])[c:24]3[cH:25][cH:26][c:27]([N:30]([CH3:31])[CH3:32])[cH:28][cH:29]3)[cH:19]2)[cH:10][cH:11][cH:12][cH:13]1.